This data is from the Open Reaction Database (ORD), a public repository of structured organic reaction records. The task is: describe an organic reaction: reactants, conditions, products, and yield Reactants: O=C1c2ccccc2C(=O)N1CBr, O=C([O-])O, C[NH-], ClCCl, [I-], CC(C)CC(N)C(=O)NC(Cc1ccccc1)C(=O)O, [Na+], [Na+]. Yields the product C[NH-], CC(C)CC(NCN1C(=O)c2ccccc2C1=O)C(=O)NC(Cc1ccccc1)C(=O)O. RXN SMILES: [Br:23][CH2:24][N:25]1[C:26](=[O:35])[c:27]2[c:28]([cH:31][cH:32][cH:33][cH:34]2)[C:29]1=[O:30].[C:38](=[O:39])([OH:40])[O-:41].[CH3:21][NH-:22].[Cl:43][CH2:44][Cl:45].[I-:37].[NH2:1][CH:2]([CH2:3][CH:4]([CH3:5])[CH3:6])[C:7](=[O:8])[NH:9][CH:10]([CH2:11][c:12]1[cH:13][cH:14][cH:15][cH:16][cH:17]1)[C:18](=[O:19])[OH:20].[Na+:36].[Na+:42]>>[CH3:21][NH-:22].[NH:1]([CH:2]([CH2:3][CH:4]([CH3:5])[CH3:6])[C:7](=[O:8])[NH:9][CH:10]([CH2:11][c:12]1[cH:13][cH:14][cH:15][cH:16][cH:17]1)[C:18](=[O:19])[OH:20])[CH2:24][N:25]1[C:26](=[O:35])[c:27]2[c:28]([cH:31][cH:32][cH:33][cH:34]2)[C:29]1=[O:30].